Dataset: the Open Reaction Database (ORD), a public repository of structured organic reaction records. Task: describe an organic reaction: reactants, conditions, products, and yield Reactants: COP(OC)OC, CC#N, CC(C)=O, CC(=O)CCl, [I-], [K+]. Yields the product COP(=O)(CC(C)=O)OC. RXN SMILES: [CH3:12][O:13][P:14]([O:15][CH3:16])[O:17][CH3:18].[CH3:19][C:20]#[N:21].[CH3:3][C:4]([CH3:5])=[O:6].[CH3:7][C:8]([CH2:9][Cl:10])=[O:11].[I-:2].[K+:1]>>[CH2:3]([C:4]([CH3:5])=[O:6])[P:14]([O:13][CH3:12])([O:15][CH3:16])=[O:17]. Starting materials: C(C1=CC=CC=C1)OC(=O)N1[C@H](C(=O)O)CCC1 (N-benzyloxycarbonyl-L-proline), COC([C@@H](NC(=O)OCC1=CC=CC=C1)C(C)C)OC (N-benzyloxycarbonyl-L-valinal dimethyl acetal), C1(CCCCC1)N=C=NC1CCCCC1 (N,N'-dicyclohexylcarbodiimide). Reagents/catalysts: [Pd] (palladium/carbon). Run in CO (methanol). Run at temperature -20 celsius, time 2 hour. The product is COC([C@@H](NC([C@H]1N(CCC1)C(=O)OCC1=CC=CC=C1)=O)C(C)C)OC (N-benzyloxycarbonyl-L-prolyl-L-valinal dimethyl acetal). The yield is 66.5%. RXN SMILES: [CH3:1][O:2][CH:3]([O:19][CH3:20])[C@H:4]([CH:16]([CH3:18])[CH3:17])[NH:5]C(OCC1C=CC=CC=1)=O.[CH2:21]([O:28][C:29]([N:31]1[CH2:38][CH2:37][CH2:36][C@H:32]1[C:33]([OH:35])=O)=[O:30])[C:22]1[CH:27]=[CH:26][CH:25]=[CH:24][CH:23]=1.C1(N=C=NC2CCCCC2)CCCCC1>CO.[Pd]>[CH3:1][O:2][CH:3]([O:19][CH3:20])[C@H:4]([CH:16]([CH3:18])[CH3:17])[NH:5][C:33](=[O:35])[C@@H:32]1[CH2:36][CH2:37][CH2:38][N:31]1[C:29]([O:28][CH2:21][C:22]1[CH:23]=[CH:24][CH:25]=[CH:26][CH:27]=1)=[O:30]. Procedure: 24.5 g (0.087 mol) of N-benzyloxycarbonyl-L-valinal dimethyl acetal were dissolved in 200 ml of methanol and the solution was hydrogenated for 2 hours in the presence of 0.5 g of 5% palladium/carbon. After removal of the catalyst by filtration, the solvent was removed by evaporation and the residue was dissolved in 250 ml of dichloromethane. The solution was washed with brine and dried over magnesium sulphate. The solution was then cooled to -20° C. and there were then added 21.8 g (0.087 mol) o...